Task: describe an organic reaction: reactants, conditions, products, and yield. Dataset: the Open Reaction Database (ORD), a public repository of structured organic reaction records Starting materials: C(C1=CC=CC=C1)O (benzyl alcohol), [N+](=[N-])=CC(=O)OCC (ethyl diazoacetate). The reagents and catalysts are CC(=O)O.CC(=O)O.CC(=O)O.CC(=O)O.[Rh].[Rh] (rhodium (II) acetate dimer). Run in ClCCl (dichloromethane). Conditions: time 20 minute. Product: C(C)OC(COCC1=CC=CC=C1)=O (Benzyloxyacetic acid ethyl ester). Isolated yield 93.2%. Reaction SMILES: [CH2:1]([OH:8])[C:2]1[CH:7]=[CH:6][CH:5]=[CH:4][CH:3]=1.[N+](=[CH:11][C:12]([O:14][CH2:15][CH3:16])=[O:13])=[N-]>ClCCl.CC(O)=O.CC(O)=O.CC(O)=O.CC(O)=O.[Rh].[Rh]>[CH2:15]([O:14][C:12](=[O:13])[CH2:11][O:8][CH2:1][C:2]1[CH:7]=[CH:6][CH:5]=[CH:4][CH:3]=1)[CH3:16] |f:3.4.5.6.7.8|. Reported procedure: To a solution of benzyl alcohol (1.04 mL, 10.0 mmol) in dichloromethane (30 mL) is added rhodium (II) acetate dimer (40 mg) followed by ethyl diazoacetate (1.14 g, 10.0 mmol). The reaction mixture is stirred at RT for 20 min. The reaction mixture is rotary evaporated, and the residue is vacuum distilled at 110° C. to give 1.81 g of the product 390. 1H NMR (CDCl3) δ 7.4-7.26 (m, 5H), 4.65 (s, 2H), 4.23 (q, 2H), 4.10 (s, 2H), 1.30 (t, 3H). Starting materials: ClC=1C=C(CN(CC(=O)OC(C)(C)C)C)C=CC1C(N)=NO (tert-butyl 2-((3-chloro-4-(N′-hydroxycarbamimidoyl)benzyl)(methyl)amino)acetate), COCC1=C(C=CC(=C1)C(=O)O)C1=C(C=CC=C1)C (2-(methoxymethyl)-2′-methyl biphenyl-4-carboxylic acid), C(CCl)Cl (EDC). Solvent: N1=CC=CC=C1 (pyridine), CC#N (MeCN). Conditions: time 18 hour. Yields the product ClC=1C=C(CN(CC(=O)OC(C)(C)C)C)C=CC1C1=NOC(=N1)C1=CC(=C(C=C1)C1=C(C=CC=C1)C)COC (tert-butyl 2-((3-chloro-4-(5-(2-(methoxymethyl)-2′-methylbiphenyl-4-yl)-1,2,4-oxadiazol-3-yl)benzyl)(methyl)amino)acetate). As a reaction SMILES: [Cl:1][C:2]1[CH:3]=[C:4]([CH:16]=[CH:17][C:18]=1[C:19](=[N:21][OH:22])[NH2:20])[CH2:5][N:6]([CH3:15])[CH2:7][C:8]([O:10][C:11]([CH3:14])([CH3:13])[CH3:12])=[O:9].[CH3:23][O:24][CH2:25][C:26]1[CH:31]=[C:30]([C:32](O)=O)[CH:29]=[CH:28][C:27]=1[C:35]1[CH:40]=[CH:39][CH:38]=[CH:37][C:36]=1[CH3:41].C(Cl)CCl>CC#N.N1C=CC=CC=1>[Cl:1][C:2]1[CH:3]=[C:4]([CH:16]=[CH:17][C:18]=1[C:19]1[N:20]=[C:32]([C:30]2[CH:29]=[CH:28][C:27]([C:35]3[CH:40]=[CH:39][CH:38]=[CH:37][C:36]=3[CH3:41])=[C:26]([CH2:25][O:24][CH3:23])[CH:31]=2)[O:22][N:21]=1)[CH2:5][N:6]([CH3:15])[CH2:7][C:8]([O:10][C:11]([CH3:12])([CH3:14])[CH3:13])=[O:9]. Reported procedure: To a solution of Intermediate 65 (0.298 g, 0.91 mmol) and Intermediate 3 (0.79 g, 0.70 mmol) in MeCN (2 mL) was added EDC (0.188 g, 0.98 mmol). The reaction mixture was stirred at room temperature for 18 hours. The reaction mixture was diluted with pyridine (2 mL) and heated at 150° C. under microwave irradiation for 20 minutes. The solvent was removed in vacuo and the residue dissolved in DCM. The mixture was washed with water and the organic phase passed through a hydrophobic frit. The solvent...